This data is from the Open Reaction Database (ORD), a public repository of structured organic reaction records. The task is: describe an organic reaction: reactants, conditions, products, and yield Yield: 27.6%. RXN SMILES: [NH2:1][C:2]1[CH:10]=[C:9]([O:11][CH3:12])[CH:8]=[C:7]([O:13][CH3:14])[C:3]=1[C:4]([NH2:6])=[O:5].[CH3:15][C:16]1[CH:23]=[CH:22][CH:21]=[CH:20][C:17]=1[CH:18]=O.OS([O-])=O.[Na+].CC1C=CC(S(O)(=O)=O)=CC=1.O>CC(N(C)C)=O.CCOC(C)=O.O>[CH3:14][O:13][C:7]1[CH:8]=[C:9]([O:11][CH3:12])[CH:10]=[C:2]2[C:3]=1[C:4](=[O:5])[NH:6][C:15]([C:16]1[CH:23]=[CH:22][CH:21]=[CH:20][C:17]=1[CH3:18])=[N:1]2 |f:2.3,4.5|. Run in CC(=O)N(C)C (DMA), CCOC(=O)C (EtOAc), O (water). The reactants are NC1=C(C(=O)N)C(=CC(=C1)OC)OC (2-amino-4,6-dimethoxybenzamide), CC1=C(C=O)C=CC=C1 (2-methylbenzaldehyde), OS(=O)[O-].[Na+] (NaHSO3), CC=1C=CC(=CC1)S(=O)(=O)O.O (p-TsOH.H2O). Reaction conditions: temperature 60 celsius. Product: COC1=C2C(NC(=NC2=CC(=C1)OC)C1=C(C=CC=C1)C)=O (5,7-dimethoxy-2-o-tolylquinazolin-4(3H)-one). Reported procedure: A mixture of 2-amino-4,6-dimethoxybenzamide (0.060 g, 0.306 mmol), 2-methylbenzaldehyde (0.037 g, 0.306 mmol), NaHSO3 (0.032 g, 0.306 mmol), and p-TsOH.H2O (0.00370 g, 0.021 mmol) in DMA (5.00 mL) was heated at 60° C. overnight. The mixture was cooled to room temperature, water (50.0 mL) and EtOAc (50.0 mL) was added. The layers were separated and the organic layer was washed with water (2×50 mL), brine (50 mL), dried and concentrated. The crude solid was purified via CombiFlash provide 5,7-dime... Starting materials: FC1=C(C=CC=C1)[N+](=O)[O-] (2-fluoro-nitrobenzene), C(C)OC(C(C)Cl)=O (ethyl-2-chloropropionate), CC(C)([O-])C.[K+] (potassium t-butoxide). Run in CN(C)C=O (DMF). Conditions: temperature 0 celsius, time 10 minute. The product is FC=1C=C(C=CC1[N+](=O)[O-])C(C(=O)OCC)C (ethyl 2-(3-fluoro-4-nitrophenyl)propionate). Yield: 68.0%. As a reaction SMILES: CC(C)([O-])C.[K+].[F:7][C:8]1[CH:13]=[CH:12][CH:11]=[CH:10][C:9]=1[N+:14]([O-:16])=[O:15].[CH2:17]([O:19][C:20](=[O:24])[CH:21](Cl)[CH3:22])[CH3:18]>CN(C=O)C>[F:7][C:8]1[CH:13]=[C:12]([CH:21]([CH3:22])[C:20]([O:19][CH2:17][CH3:18])=[O:24])[CH:11]=[CH:10][C:9]=1[N+:14]([O-:16])=[O:15] |f:0.1|. Reported procedure: To a stirred solution of potassium t-butoxide (20 mmol) in DMF (20 mL) was added a mixture of 2-fluoro-nitrobenzene (10 mmol) and ethyl-2-chloropropionate (10 mmol) at 0° C. dropwise. After being stirred for 10 min at 0° C., the mixture was quenched by 1 N HCl solution, diluted with water and extracted with diethyl ether several times. The combined organic layers were washed with water and brine, dried over MgSO4, and concentrated in vacuo. The residue was purified by flash column chromatography... Reactants: CC(C)(CCOS(C)(=O)=O)n1cc(-c2ccnc3c2ccn3COCC[Si](C)(C)C)cn1, N#C[K], CN(C)C=O, O. The product is CC(C)(CCC#N)n1cc(-c2ccnc3c2ccn3COCC[Si](C)(C)C)cn1. RXN SMILES: [CH3:1][S:2]([O:3][CH2:6][CH2:7][C:8]([CH3:9])([n:10]1[n:11][cH:12][c:13](-[c:15]2[c:16]3[c:17]([n:18][cH:19][cH:20]2)[n:21]([CH2:24][O:25][CH2:26][CH2:27][Si:28]([CH3:29])([CH3:30])[CH3:31])[cH:22][cH:23]3)[cH:14]1)[CH3:32])(=[O:4])=[O:5].[K:33][C:34]#[N:35].[O:36]=[CH:37][N:38]([CH3:39])[CH3:40].[OH2:41]>>[CH2:6]([CH2:7][C:8]([CH3:9])([n:10]1[n:11][cH:12][c:13](-[c:15]2[c:16]3[c:17]([n:18][cH:19][cH:20]2)[n:21]([CH2:24][O:25][CH2:26][CH2:27][Si:28]([CH3:29])([CH3:30])[CH3:31])[cH:22][cH:23]3)[cH:14]1)[CH3:32])[C:34]#[N:35]. Starting materials: ClC=1C(=C(C=CC1)C#CCO)F (3-(3-chloro-2-fluorophenyl)-2-propyne-1-ol). The reagents and catalysts are C1=CC=C(C=C1)P(C2=CC=CC=C2)C3=CC=CC=C3.C1=CC=C(C=C1)P(C2=CC=CC=C2)C3=CC=CC=C3.C1=CC=C(C=C1)P(C2=CC=CC=C2)C3=CC=CC=C3.[Cl-].[Rh] (chlorotris(triphenylphosphine)rhodium(I)). The solvent is C1(=CC=CC=C1)C (toluene). Run at temperature 60 celsius, time 11 hour. The product is ClC=1C(=C(C=CC1)CCCO)F (3-(3-chloro-2-fluorophenyl)-1-propanol). Yield: 77.0%. RXN SMILES: [Cl:1][C:2]1[C:3]([F:12])=[C:4]([C:8]#[C:9][CH2:10][OH:11])[CH:5]=[CH:6][CH:7]=1>C1(C)C=CC=CC=1.C1C=CC(P(C2C=CC=CC=2)C2C=CC=CC=2)=CC=1.C1C=CC(P(C2C=CC=CC=2)C2C=CC=CC=2)=CC=1.C1C=CC(P(C2C=CC=CC=2)C2C=CC=CC=2)=CC=1.[Cl-].[Rh]>[Cl:1][C:2]1[C:3]([F:12])=[C:4]([CH2:8][CH2:9][CH2:10][OH:11])[CH:5]=[CH:6][CH:7]=1 |f:2.3.4.5.6|. Reported procedure: A suspension of Compound 63-1 (3.15 g) and chlorotris(triphenylphosphine)rhodium(I) (3.00 g) in toluene (90 ml) was stirred under a hydrogen atmosphere at 60° C. for 11 hr. The reaction mixture was concentrated, diisopropyl ether was added and the mixture was filtered through celite. The filtrate was concentrated and the obtained residue was purified by silica gel column chromatography (hexane:ethyl acetate=99:1-80:20) to give the object product (2.48 g) as a brown oil.